Task: describe an organic reaction: reactants, conditions, products, and yield. Dataset: the Open Reaction Database (ORD), a public repository of structured organic reaction records Yields the product C(=O)(OC(C)(C)C)N(CC1=NC=CC=C1)CC1=CC=C(C2=CC=CC=C12)C(=O)O (4-(N-Boc-N-2-picolylaminomethyl)-1-naphthalene carboxylic acid). Reaction conditions: time 16 hour. RXN SMILES: C[C:2]1[CH:11]=[C:10]([CH2:12][N:13]([C:21]([O:23][C:24]([CH3:27])([CH3:26])[CH3:25])=[O:22])[CH2:14][C:15]2[CH:20]=[CH:19][CH:18]=[CH:17][N:16]=2)[C:9]2[C:4](=[CH:5][CH:6]=[CH:7][CH:8]=2)[C:3]=1[C:28]([OH:30])=[O:29].[OH-].[Na+]>C1COCC1.CO>[C:21]([N:13]([CH2:12][C:10]1[C:9]2[C:4](=[CH:5][CH:6]=[CH:7][CH:8]=2)[C:3]([C:28]([OH:30])=[O:29])=[CH:2][CH:11]=1)[CH2:14][C:15]1[CH:20]=[CH:19][CH:18]=[CH:17][N:16]=1)([O:23][C:24]([CH3:27])([CH3:26])[CH3:25])=[O:22] |f:1.2|. Solvent: CO (methanol), C1CCOC1 (THF). Reported procedure: The compound obtained in Example 43-1 (1.60 g) was dissolved in THF (16 ml) and methanol (16 ml). After the addition of 1 mol/l aqueous solution of sodium hydroxide (16 ml), the mixture was stirred for 16 hours at room temperature. After the reaction, the solvent was removed by distillation. The residue was dissolved in distilled water and 1 mol/l aqueous solution of hydrochloric acid was added to produce a precipitate. The precipitate was collected by filtration and dried to obtain the title co... The reactants are aqueous solution, [OH-].[Na+] (sodium hydroxide), CC1=C(C2=CC=CC=C2C(=C1)CN(CC1=NC=CC=C1)C(=O)OC(C)(C)C)C(=O)O (methyl 4-(N-Boc-N-2-picolylaminomethyl)-1-naphthalene carboxylic acid). Yield: 87.6%.